Dataset: the Open Reaction Database (ORD), a public repository of structured organic reaction records. Task: describe an organic reaction: reactants, conditions, products, and yield Reactants: C(C1=CC=CC=C1)(=O)C1=CC=C(C(=O)O)C=C1 (4-benzoylbenzoic acid), NC1=NC=2C=CC=NC2C2=C1N=C(N2CCCCN)CCCC (4-(4-amino-2-butyl -1H-imidazo[4,5-c][1,5]naphthyridin-1-yl)butaneamine). Yields the product NC1=NC=2C=CC=NC2C2=C1N=C(N2CCCCNC(C2=CC=C(C=C2)C(C2=CC=CC=C2)=O)=O)CCCC (N1-[4-(4-amino-2-butyl-1H-imidazo[4,5-c][1,5]naphthyridin-1-yl)butyl]-4-benzoylbenzamide). Yield: 18.0%. As a reaction SMILES: [C:1]([C:9]1[CH:17]=[CH:16][C:12]([C:13]([OH:15])=O)=[CH:11][CH:10]=1)(=[O:8])[C:2]1[CH:7]=[CH:6][CH:5]=[CH:4][CH:3]=1.[NH2:18][C:19]1[C:28]2[N:29]=[C:30]([CH2:37][CH2:38][CH2:39][CH3:40])[N:31]([CH2:32][CH2:33][CH2:34][CH2:35][NH2:36])[C:27]=2[C:26]2[N:25]=[CH:24][CH:23]=[CH:22][C:21]=2[N:20]=1>>[NH2:18][C:19]1[C:28]2[N:29]=[C:30]([CH2:37][CH2:38][CH2:39][CH3:40])[N:31]([CH2:32][CH2:33][CH2:34][CH2:35][NH:36][C:13](=[O:15])[C:12]3[CH:11]=[CH:10][C:9]([C:1](=[O:8])[C:2]4[CH:3]=[CH:4][CH:5]=[CH:6][CH:7]=4)=[CH:17][CH:16]=3)[C:27]=2[C:26]2[N:25]=[CH:24][CH:23]=[CH:22][C:21]=2[N:20]=1. Procedure details: Using the general method of Example 112 Part B, 4-benzoylbenzoic acid (72 mg, 0.32 mmole) was reacted with 4-(4-amino-2-butyl -1H-imidazo[4,5-c][1,5]naphthyridin-1-yl)butaneamine (100 mg, 0.32 mmol) to provide 30 mg of N1-[4-(4-amino-2-butyl-1H-imidazo[4,5-c][1,5]naphthyridin-1-yl)butyl]-4-benzoylbenzamide as a white solid. Mass-spec (M+1=521.31).